Dataset: the Open Reaction Database (ORD), a public repository of structured organic reaction records. Task: describe an organic reaction: reactants, conditions, products, and yield Starting materials: ClC1=C(C=C(OC2=CC=C(C=C2)CCN)C=C1)C(F)(F)F (2-[4-(4-chloro-3-trifluoromethyl-phenoxy)-phenyl]-ethylamine), CSC=1NC=C(C(N1)=O)CC1=CN=NC=C1 (2-methylsulfanyl-5-pyridazin-4-ylmethyl-1H-pyrimidin-4-one). The solvent is C(C)O (ethanol). Reaction conditions: temperature 150 celsius, time 8 hour. Product: required product, ClC1=C(C=C(OC2=CC=C(C=C2)CCNC=2NC=C(C(N2)=O)CC2=CN=NC=C2)C=C1)C(F)(F)F (2-{2-[4-(4-chloro-3-trifluoromethyl-phenoxy)-phenyl]ethylamino}-5-pyridazin-4-ylmethyl-1H-pyrimidin-4-one). Yield: 42.6%. Reaction SMILES: [Cl:1][C:2]1[CH:17]=[CH:16][C:5]([O:6][C:7]2[CH:12]=[CH:11][C:10]([CH2:13][CH2:14][NH2:15])=[CH:9][CH:8]=2)=[CH:4][C:3]=1[C:18]([F:21])([F:20])[F:19].CS[C:24]1[NH:25][CH:26]=[C:27]([CH2:31][C:32]2[CH:37]=[CH:36][N:35]=[N:34][CH:33]=2)[C:28](=[O:30])[N:29]=1>C(O)C>[Cl:1][C:2]1[CH:17]=[CH:16][C:5]([O:6][C:7]2[CH:12]=[CH:11][C:10]([CH2:13][CH2:14][NH:15][C:24]3[NH:25][CH:26]=[C:27]([CH2:31][C:32]4[CH:37]=[CH:36][N:35]=[N:34][CH:33]=4)[C:28](=[O:30])[N:29]=3)=[CH:9][CH:8]=2)=[CH:4][C:3]=1[C:18]([F:19])([F:20])[F:21]. Procedure: 2-[4-(4-chloro-3-trifluoromethyl-phenoxy)-phenyl]-ethylamine (0.317 mmol, 1.00 eq) and 2-methylsulfanyl-5-pyridazin-4-ylmethyl-1H-pyrimidin-4-one (0.341 mmol, 1.01 eq) were dissolved in dry ethanol (300 μL) and stirred at 150° C. overnight. Solvent was evaporated and crude product was purified on Biotage SP1 Snap Si 10; 15 ml/min in the gradient of MeOH in DCM: 0-7% in 15 CV. The appropriate fractions were combined and evaporated in vacuo to give the required product 2-{2-[4-(4-chloro-3-trifluor... Reactants: C(CC(=O)C)(=O)NC1=CC=CC=C1 (Acetoacetanilide), C(C1CO1)OC1=CC=CC=C1 (phenyl glycidyl ether). Reaction conditions: temperature 170 celsius. The product is C1(=CC=CC=C1)N(C(CC(=O)C)=O)CC(COC1=CC=CC=C1)O (N-phenyl-N-(2-hydroxy-3-phenoxypropyl)-acetoacetamide). RXN SMILES: [C:1]([NH:7][C:8]1[CH:13]=[CH:12][CH:11]=[CH:10][CH:9]=1)(=[O:6])[CH2:2][C:3]([CH3:5])=[O:4].[CH2:14]([O:18][C:19]1[CH:24]=[CH:23][CH:22]=[CH:21][CH:20]=1)[CH:15]1[O:17][CH2:16]1>>[C:8]1([N:7]([CH2:16][CH:15]([OH:17])[CH2:14][O:18][C:19]2[CH:24]=[CH:23][CH:22]=[CH:21][CH:20]=2)[C:1](=[O:6])[CH2:2][C:3]([CH3:5])=[O:4])[CH:13]=[CH:12][CH:11]=[CH:10][CH:9]=1. Reported procedure: Acetoacetanilide was mixed with phenyl glycidyl ether in a molar ratio of 1:1.2, and a reaction was allowed to proceed by heating the mixture at 170° C. for 1 hour. Then, the remaining unreacted phenyl glycidyl ether was removed in the same manner as in Reference Example 1, thereby obtaining a reaction product, (D)-2. Reaction product (D)-2 was further subjected to infrared spectrophotometry and gel permeation chromatography in the same manner as in Reference Example 1. This reaction product (D)... Reactants: FC1=C(C=CC=C1)N1N=NC(=C1C1=CC=NC=C1)C1=NC(=NO1)C1=CC=C(C=O)C=C1 (4-(5-(1-(2-fluorophenyl)-5-(pyridin-4-yl)-1H-1,2,3-triazol-4-yl)-1,2,4-oxadiazol-3-yl)benzaldehyde), OC1CCNCC1 (4-hydroxypiperidine). The product is FC1=C(C=CC=C1)N1N=NC(=C1C1=CC=NC=C1)C1=NC(=NO1)C1=CC=C(CN2CCC(CC2)O)C=C1 (1-(4-{5-[1-(2-fluorophenyl)-5-pyridin-4-yl-1H-1,2,3-triazol-4-yl]-1,2,4-oxadiazol-3-yl}benzyl)piperidin-4-ol), Example 141. Reaction SMILES: [F:1][C:2]1[CH:7]=[CH:6][CH:5]=[CH:4][C:3]=1[N:8]1[C:12]([C:13]2[CH:18]=[CH:17][N:16]=[CH:15][CH:14]=2)=[C:11]([C:19]2[O:23][N:22]=[C:21]([C:24]3[CH:31]=[CH:30][C:27]([CH:28]=O)=[CH:26][CH:25]=3)[N:20]=2)[N:10]=[N:9]1.[OH:32][CH:33]1[CH2:38][CH2:37][NH:36][CH2:35][CH2:34]1>>[F:1][C:2]1[CH:7]=[CH:6][CH:5]=[CH:4][C:3]=1[N:8]1[C:12]([C:13]2[CH:14]=[CH:15][N:16]=[CH:17][CH:18]=2)=[C:11]([C:19]2[O:23][N:22]=[C:21]([C:24]3[CH:25]=[CH:26][C:27]([CH2:28][N:36]4[CH2:37][CH2:38][CH:33]([OH:32])[CH2:34][CH2:35]4)=[CH:30][CH:31]=3)[N:20]=2)[N:10]=[N:9]1. Procedure details: The title compound was prepared following the procedure described for Example 94, but starting from 4-(5-(1-(2-fluorophenyl)-5-(pyridin-4-yl)-1H-1,2,3-triazol-4-yl)-1,2,4-oxadiazol-3-yl)benzaldehyde, obtained as described in Example 113, Step 1, (100 mg; 0.24 mmol) and 4-hydroxypiperidine (49.1 mg; 0.48 mmol) to give Example 141 as a white solid. 1H NMR: (DMSO-d6, 400 MHz) δ 8.76-8.73 (2H, m), 7.97-7.87 (3H, m), 7.76-7.69 (1H, m), 7.61 (2H, dd, J=4.5, 1.6 Hz), 7.52 (4H, t, J=8.4 Hz), 4.57 (1H, d... Starting materials: NC1CCCCC1, O=C1CCCCC1, c1ccccc1. Yields the product C1CCC(=NC2CCCCC2)CC1. As a reaction SMILES: [NH2:1][CH:2]1[CH2:3][CH2:4][CH2:5][CH2:6][CH2:7]1.[O:8]=[C:9]1[CH2:10][CH2:11][CH2:12][CH2:13][CH2:14]1.[cH:15]1[cH:16][cH:17][cH:18][cH:19][cH:20]1>>[N:1]([CH:2]1[CH2:3][CH2:4][CH2:5][CH2:6][CH2:7]1)=[C:9]1[CH2:10][CH2:11][CH2:12][CH2:13][CH2:14]1. The reactants are BrC=1C=C(C(=O)O)C=C(C1)Br (3,5-dibromobenzoic acid), CSC.[Na] (sodium methyl sulfide), CS(=O)C (dimethyl sulfoxide). Reported procedure: A mixture of 3,5-dibromobenzoic acid (2.5 g, 8.9 mmol), sodium methyl sulfide (1.4 g, 20 mmol), and dimethyl sulfoxide (10 mL) was sealed in a microwave tube and heated with an oil bath at 100° C. for 4 h. TLC indicated completion of the reaction. The reaction mixture was poured into water and extracted with EtOAc (3×50 mL). The combined organic layers were washed with brine, dried (Na2SO4), and concentrated. The residue was used for the next step reaction without purification. 1H NMR (400 MHz, ... The product is BrC=1C=C(C(=O)O)C=C(C1)SC (3-Bromo-5-methylsulfanyl-benzoic acid). Run at temperature 100 celsius. Reaction SMILES: [Br:1][C:2]1[CH:3]=[C:4]([CH:8]=[C:9](Br)[CH:10]=1)[C:5]([OH:7])=[O:6].[CH3:12][S:13]C.[Na].CS(C)=O>O>[Br:1][C:2]1[CH:3]=[C:4]([CH:8]=[C:9]([S:13][CH3:12])[CH:10]=1)[C:5]([OH:7])=[O:6] |f:1.2,^1:14|. Solvent: O (water). Reactants: CCCC[SnH](CCCC)CCCC, COc1ccc2c(c1)c(C=O)cn2CCCCI, Cc1ccccc1, [F-], [K+], N#CC1(N=NC2(C#N)CCCCC2)CCCCC1, O. Yields the product COc1ccc2c(c1)c(C=O)c1n2CCCC1. As a reaction SMILES: [CH2:37]([SnH:38]([CH2:39][CH2:40][CH2:41][CH3:42])[CH2:43][CH2:44][CH2:45][CH3:46])[CH2:47][CH2:48][CH3:49].[CH3:1][O:2][c:3]1[cH:4][c:5]2[c:6]([CH:17]=[O:18])[cH:7][n:8]([CH2:12][CH2:13][CH2:14][CH2:15][I:16])[c:9]2[cH:10][cH:11]1.[CH3:52][c:53]1[cH:54][cH:55][cH:56][cH:57][cH:58]1.[F-:50].[K+:51].[N:19]([C:20]1([C:21]#[N:22])[CH2:23][CH2:24][CH2:25][CH2:26][CH2:27]1)=[N:28][C:29]1([C:30]#[N:31])[CH2:32][CH2:33][CH2:34][CH2:35][CH2:36]1.[OH2:59]>>[CH3:1][O:2][c:3]1[cH:4][c:5]2[c:6]([CH:17]=[O:18])[c:7]3[n:8]([c:9]2[cH:10][cH:11]1)[CH2:12][CH2:13][CH2:14][CH2:15]3. The reactants are CC#N, COc1ccccn1, O=C1CCC(=O)N1Br. Yields the product COc1ccc(Br)cn1. As a reaction SMILES: [CH3:17][C:18]#[N:19].[CH3:1][O:2][c:3]1[n:4][cH:5][cH:6][cH:7][cH:8]1.[O:9]=[C:10]1[N:11]([Br:16])[C:12](=[O:13])[CH2:14][CH2:15]1>>[CH3:1][O:2][c:3]1[n:4][cH:5][c:6]([Br:16])[cH:7][cH:8]1. The reactants are crystals, C(C)(C)(C)[Si](Cl)(C)C (tert-butyldimethylchlorosilane), [Si](C)(C)(C(C)(C)C)OC=1C=C(C=O)C=CC1O[Si](C)(C)C(C)(C)C (3,4-bis-(tert-butyldimethylsilyloxy)-benzaldehyde), OC=1C=C(C=O)C=CC1O (3,4-dihydroxybenzaldehyde), N1C=NC=C1 (imidazole). Product: petroleum ether ether, OC=1C=C(C=CC1O)\C=C/CCCCCCC#CCO (1-(3',4'-Dihydroxyphenyl)-11-hydroxy-undec-1Z-en-9-yne). As a reaction SMILES: [Si]([O:8][C:9]1[CH:10]=[C:11]([CH:14]=[CH:15][C:16]=1[O:17][Si](C(C)(C)C)(C)C)[CH:12]=O)(C(C)(C)C)(C)C.O[C:26]1[CH:27]=[C:28]([CH:31]=[CH:32][C:33]=1O)[CH:29]=[O:30].[C:35]([Si](C)(C)Cl)(C)([CH3:37])[CH3:36].N1C=CN=C1>>[OH:8][C:9]1[CH:10]=[C:11](/[CH:12]=[CH:36]\[CH2:35][CH2:37][CH2:31][CH2:32][CH2:33][CH2:26][C:27]#[C:28][CH2:29][OH:30])[CH:14]=[CH:15][C:16]=1[OH:17]. Reported procedure: The 3,4-bis-(tert-butyldimethylsilyloxy)-benzaldehyde used in Example 23d as one of the starting materials was prepared by reacting 2.14 g of 3,4-dihydroxybenzaldehyde, 5.83 g of tert-butyldimethylchlorosilane and 2.58 g of imidazole in the manner described in Example 14c. Chromatography with petroleum ether/ether (6:1) yielded 3.57 g of the title compound in the form of crystals melting at 44°-46° C. The reactants are ClCC1=CC=C(C=C1)CCC1=CC=CC=C1 (1-(chloromethyl)-4-(2-phenylethyl)benzene), C([O-])([O-])=O.[K+].[K+] (potassium carbonate), C(#N)C1=CC=C(C=C1)CCC(CC1=CC=C(C(=O)OC)C=C1)\C=C\C1=C(C=CC=C1)O (methyl 4-[(3E)-2-[2-(4-cyanophenyl)ethyl]-4-(2-hydroxyphenyl)but-3-en-1-yl]benzoate). Solvent: C(C)#N (acetonitrile). The product is C(#N)C1=CC=C(C=C1)CCC(CC1=CC=C(C(=O)OC)C=C1)\C=C\C1=C(C=CC=C1)OCC1=CC=C(C=C1)CCC1=CC=CC=C1 (Methyl 4-[(3E)-2-[2-(4-cyanophenyl)ethyl]-4-(2-{[4-(2-phenylethyl)benzyl]oxy}phenyl)but-3-en-1-yl]benzoate). Isolated yield 70.0%. As a reaction SMILES: Cl[CH2:2][C:3]1[CH:8]=[CH:7][C:6]([CH2:9][CH2:10][C:11]2[CH:16]=[CH:15][CH:14]=[CH:13][CH:12]=2)=[CH:5][CH:4]=1.C(=O)([O-])[O-].[K+].[K+].[C:23]([C:25]1[CH:30]=[CH:29][C:28]([CH2:31][CH2:32][CH:33](/[CH:45]=[CH:46]/[C:47]2[CH:52]=[CH:51][CH:50]=[CH:49][C:48]=2[OH:53])[CH2:34][C:35]2[CH:44]=[CH:43][C:38]([C:39]([O:41][CH3:42])=[O:40])=[CH:37][CH:36]=2)=[CH:27][CH:26]=1)#[N:24]>C(#N)C>[C:23]([C:25]1[CH:30]=[CH:29][C:28]([CH2:31][CH2:32][CH:33](/[CH:45]=[CH:46]/[C:47]2[CH:52]=[CH:51][CH:50]=[CH:49][C:48]=2[O:53][CH2:2][C:3]2[CH:8]=[CH:7][C:6]([CH2:9][CH2:10][C:11]3[CH:16]=[CH:15][CH:14]=[CH:13][CH:12]=3)=[CH:5][CH:4]=2)[CH2:34][C:35]2[CH:36]=[CH:37][C:38]([C:39]([O:41][CH3:42])=[O:40])=[CH:43][CH:44]=2)=[CH:27][CH:26]=1)#[N:24] |f:1.2.3|. Procedure: 460 mg (2 mmol) of 1-(chloromethyl)-4-(2-phenylethyl)benzene [preparation according to M. Carrara et al., Arzneim. Forsch. 47 (7), 803-809 (1997)] and 414 mg (3 mmol) of anhydrous potassium carbonate are added to a solution of 411 mg (1 mmol) of methyl 4-[(3E)-2-[2-(4-cyanophenyl)ethyl]-4-(2-hydroxyphenyl)but-3-en-1-yl]benzoate in 10 ml of dry acetonitrile, and the mixture is heated under reflux for 12 hours. The mixture is then evaporated to dryness. The residue is taken up in ethyl acetate, wa...